From a dataset of the Open Reaction Database (ORD), a public repository of structured organic reaction records. describe an organic reaction: reactants, conditions, products, and yield Reactants: [BH4-].[Na+] (sodium tetrahydroborate), C(C1=CC=CC=C1)OC=1C=C2C(=C(N(C(C2=CC1)=O)CC(C)C)C(=O)O)C1=CC=C(C=C1)C (6-benzyloxy-2-isobutyl-4-(4-methylphenyl)-1-oxo-1,2-dihydro-3-isoquinolinecarboxylic acid), C(C(=O)Cl)(=O)Cl (oxalyl chloride), Cl (hydrochloric acid). Reagents/catalysts: CN(C=O)C (N,N-dimethylformamide). The solvent is COCCOC (1,2-dimethoxyethane), O1CCCC1 (tetrahydrofuran). Reaction conditions: time 1 hour. Product: C(C1=CC=CC=C1)OC=1C=C2C(=C(N(C(C2=CC1)=O)CC(C)C)CO)C1=CC=C(C=C1)C (6-benzyloxy-3-hydroxymethyl-2-isobutyl-4-(4-methylphenyl)-1-(2H)-isoquinolinone). The yield is 79.3%. Reaction SMILES: [CH2:1]([O:8][C:9]1[CH:10]=[C:11]2[C:16](=[CH:17][CH:18]=1)[C:15](=[O:19])[N:14]([CH2:20][CH:21]([CH3:23])[CH3:22])[C:13]([C:24](O)=[O:25])=[C:12]2[C:27]1[CH:32]=[CH:31][C:30]([CH3:33])=[CH:29][CH:28]=1)[C:2]1[CH:7]=[CH:6][CH:5]=[CH:4][CH:3]=1.C(Cl)(=O)C(Cl)=O.[BH4-].[Na+].Cl>O1CCCC1.CN(C)C=O.COCCOC>[CH2:1]([O:8][C:9]1[CH:10]=[C:11]2[C:16](=[CH:17][CH:18]=1)[C:15](=[O:19])[N:14]([CH2:20][CH:21]([CH3:22])[CH3:23])[C:13]([CH2:24][OH:25])=[C:12]2[C:27]1[CH:28]=[CH:29][C:30]([CH3:33])=[CH:31][CH:32]=1)[C:2]1[CH:3]=[CH:4][CH:5]=[CH:6][CH:7]=1 |f:2.3|. Procedure: To a mixed solution of 6-benzyloxy-2-isobutyl-4-(4-methylphenyl)-1-oxo-1,2-dihydro-3-isoquinolinecarboxylic acid (5.74 g, 13 mmol) in tetrahydrofuran (50 ml) were added oxalyl chloride (1.4 ml, 15.6 mmol) and N,N-dimethylformamide (3 drops), and the mixture was stirred at room temperature for 1 h. The reaction mixture was concentrated under reduced pressure and the residue was dissolved in tetrahydrofuran (20 ml) The obtained solution was added dropwise to a suspension of sodium tetrahydroborate... Reactants: N1N=CC=C1 (pyrazole), ClC=1N=C(C2=C(N1)SC(=C2)C)NCC2=CC(=CC=C2)[N+](=O)[O-] (2-chloro-6-methyl-4-(3-nitrobenzylamino)-thieno-[2,3-d]-pyrimidine). Yields the product CC1=CC2=C(N=CN=C2NCC2=CC(=CC=C2)[N+](=O)[O-])S1 (6-methyl-4-(3-nitrobenzylamino)-thieno-[2,3-d]-pyrimidine). RXN SMILES: N1C=CC=N1.Cl[C:7]1[N:8]=[C:9]([NH:17][CH2:18][C:19]2[CH:24]=[CH:23][CH:22]=[C:21]([N+:25]([O-:27])=[O:26])[CH:20]=2)[C:10]2[CH:15]=[C:14]([CH3:16])[S:13][C:11]=2[N:12]=1>>[CH3:16][C:14]1[S:13][C:11]2[N:12]=[CH:7][N:8]=[C:9]([NH:17][CH2:18][C:19]3[CH:24]=[CH:23][CH:22]=[C:21]([N+:25]([O-:27])=[O:26])[CH:20]=3)[C:10]=2[CH:15]=1. Reported procedure: Following the procedure of Example 97, the reaction of pyrazole with 2-chloro-6-methyl-4-(3-nitrobenzylamino)-thieno-[2,3-d]-pyrimidine gives 2-pyrazol-1-yl)-6-methyl-4-(3-nitrobenzylamino)-thieno-[2,3-d]-pyrimidine. The reactants are ClC(Cl)Cl, NCc1ccc(F)cc1, Cc1n[nH]c(N)c1-c1nc2ccc(S(=O)(=O)Cl)cc2s1. The product is Cc1n[nH]c(N)c1-c1nc2ccc(S(=O)(=O)NCc3ccc(F)cc3)cc2s1. As a reaction SMILES: [CH:30]([Cl:31])([Cl:32])[Cl:33].[F:21][c:22]1[cH:23][cH:24][c:25]([CH2:26][NH2:27])[cH:28][cH:29]1.[NH2:1][c:2]1[c:3](-[c:8]2[s:9][c:10]3[c:11]([n:12]2)[cH:13][cH:14][c:15]([S:17](=[O:18])(=[O:19])[Cl:20])[cH:16]3)[c:4]([CH3:7])[n:5][nH:6]1>>[NH2:1][c:2]1[c:3](-[c:8]2[s:9][c:10]3[c:11]([n:12]2)[cH:13][cH:14][c:15]([S:17](=[O:18])(=[O:19])[NH:27][CH2:26][c:25]2[cH:24][cH:23][c:22]([F:21])[cH:29][cH:28]2)[cH:16]3)[c:4]([CH3:7])[n:5][nH:6]1.